From a dataset of the Open Reaction Database (ORD), a public repository of structured organic reaction records. describe an organic reaction: reactants, conditions, products, and yield The reactants are ClCC=1N=C(OC1C)C1=CC=CC=C1 (4-chloromethyl-5-methyl-2-phenyloxazole), O=CC1=CC(O)=C(OC)C=C1 (isovanilline). Yields the product COC1=C(C=C(C=O)C=C1)OCC=1N=C(OC1C)C1=CC=CC=C1 (4-methoxy-3-(5-methyl-2-phenyl-4-oxazolylmethoxy)benzaldehyde). Reaction SMILES: Cl[CH2:2][C:3]1[N:4]=[C:5]([C:9]2[CH:14]=[CH:13][CH:12]=[CH:11][CH:10]=2)[O:6][C:7]=1[CH3:8].[O:15]=[CH:16][C:17]1[CH:25]=[CH:24][C:21]([O:22][CH3:23])=[C:19]([OH:20])[CH:18]=1>>[CH3:23][O:22][C:21]1[CH:24]=[CH:25][C:17]([CH:16]=[O:15])=[CH:18][C:19]=1[O:20][CH2:2][C:3]1[N:4]=[C:5]([C:9]2[CH:14]=[CH:13][CH:12]=[CH:11][CH:10]=2)[O:6][C:7]=1[CH3:8]. Procedure details: In substantially the same manner as in Reference Example 3, 4-chloromethyl-5-methyl-2-phenyloxazole was allowed to react with isovanilline to yield 4-methoxy-3-(5-methyl-2-phenyl-4-oxazolylmethoxy)benzaldehyde, which was recrystallized from ethyl acetate-hexane to give colorless prisms, m.p.121-122° C. Run at time 25 minute. Isolated yield 34.0%. Yields the product C(C)(C)(C)C=1C=CC=2N(C3=CC=C(C=C3C2C1)C(C)(C)C)CCCP(OCC)(OCC)=O (Diethyl 3-(3,6-di-tert-butyl-9H-carbazol-9-yl)propylphosphonate), oil. Reactants: C1=CC=CC=2C3=CC=CC=C3N(C12)CCCP(OCC)(OCC)=O (Diethyl 3-(9H-carbazol-9-yl)propylphosphonate), ClC(C)(C)C (2-chloro-2-methylpropane), [Cl-].[Al+3].[Cl-].[Cl-] (aluminum chloride), [Cl-].[Al+3].[Cl-].[Cl-] (aluminum chloride). As a reaction SMILES: [CH:1]1[C:13]2[N:12]([CH2:14][CH2:15][CH2:16][P:17](=[O:24])([O:21][CH2:22][CH3:23])[O:18][CH2:19][CH3:20])[C:11]3[C:6](=[CH:7][CH:8]=[CH:9][CH:10]=3)[C:5]=2[CH:4]=[CH:3][CH:2]=1.[Cl-].[Al+3].[Cl-].[Cl-].Cl[C:30]([CH3:33])([CH3:32])[CH3:31]>>[C:30]([C:8]1[CH:9]=[CH:10][C:11]2[N:12]([CH2:14][CH2:15][CH2:16][P:17](=[O:24])([O:21][CH2:22][CH3:23])[O:18][CH2:19][CH3:20])[C:13]3[C:5]([C:6]=2[CH:7]=1)=[CH:4][C:3]([C:5]([CH3:6])([CH3:13])[CH3:4])=[CH:2][CH:1]=3)([CH3:33])([CH3:32])[CH3:31] |f:1.2.3.4|. Procedure details: Diethyl 3-(9H-carbazol-9-yl)propylphosphonate (1.00 g, 2.89 mmol) was dissolved in 2-chloro-2-methylpropane (5.0 mL) and flushed with N2 for 5 minutes. To this stirred solution was added aluminum chloride (1.16 g, 8.67 mmol) slowly. The solution turned chunky and black with gas bubbles appearing. The reaction was allowed to stir for 25 minutes after adding all the aluminum chloride. It was then quenched with 25 mL water and an extraction performed with water washings followed by 2×20 mL 1 M NaOH... Reactants: N(=C=O)C=1C=C(C=CC1)S(=O)(=O)NC(=O)NC1=NC(=CC(=N1)OC)C (3-isocyanato-N-[(4-methoxy-6-methylpyrimidin-2-yl)aminocarbonyl]benzenesulfonamide), C(C)(C)(C)N (tert-butylamine). Yields the product C(C)(C)(C)NC(NC=1C=C(C=CC1)S(=O)(=O)NC(=O)NC1=NC(=CC(=N1)OC)C)=O (3-(3-tert-Butylureido)-N-[(4-methoxy-6-methylpyrimidin-2-yl)aminocarbonyl]benzenesulfonamide). Reaction SMILES: [N:1]([C:4]1[CH:5]=[C:6]([S:10]([NH:13][C:14]([NH:16][C:17]2[N:22]=[C:21]([O:23][CH3:24])[CH:20]=[C:19]([CH3:25])[N:18]=2)=[O:15])(=[O:12])=[O:11])[CH:7]=[CH:8][CH:9]=1)=[C:2]=[O:3].[C:26]([NH2:30])([CH3:29])([CH3:28])[CH3:27]>>[C:26]([NH:30][C:2](=[O:3])[NH:1][C:4]1[CH:5]=[C:6]([S:10]([NH:13][C:14]([NH:16][C:17]2[N:22]=[C:21]([O:23][CH3:24])[CH:20]=[C:19]([CH3:25])[N:18]=2)=[O:15])(=[O:12])=[O:11])[CH:7]=[CH:8][CH:9]=1)([CH3:29])([CH3:28])[CH3:27]. Reported procedure: To a solution of 3-isocyanato-N-[(4-methoxy-6-methylpyrimidin-2-yl)aminocarbonyl]benzenesulfonamide prepared as in Example 3 was added 0.8 g of tert-butylamine at ambient temperature with stirring. After sixteen hours, filtration of the reaction mixture and evaporation of the filtrate yielded the desired product which after trituration with ethyl ether and isolation by filtration melted at 137°-145°.